Dataset: the Open Reaction Database (ORD), a public repository of structured organic reaction records. Task: describe an organic reaction: reactants, conditions, products, and yield Solvent: ClC(C)Cl (dichloroethane). Starting materials: COC1=CC(=C2N=CC=NC2=C1)N1CCNCC1 (7-methoxy-5-piperazin-1-yl-quinoxaline), C(#N)C=1C=C2C(=CN(C2=CC1)C)C1CCC(CC1)=O (4-(5-cyano-1-methyl-1H-indol-3-yl)-cyclohexanone), C(C)(=O)O[BH-](OC(C)=O)OC(C)=O.[Na+] (sodium triacetoxyborohydride), C(C)(=O)O (acetic acid). Yields the product COC1=CC(=C2N=CC=NC2=C1)N1CCN(CC1)[C@H]1CC[C@H](CC1)C1=CN(C2=CC=C(C=C12)C#N)C ((Cis)-3-{4-[4-(7-methoxyquinoxalin-5-yl)piperazin-1-yl]cyclohexyl}-1-methyl-1H-indole-5-carbonitrile). As a reaction SMILES: [CH3:1][O:2][C:3]1[CH:12]=[C:11]2[C:6]([N:7]=[CH:8][CH:9]=[N:10]2)=[C:5]([N:13]2[CH2:18][CH2:17][NH:16][CH2:15][CH2:14]2)[CH:4]=1.[C:19]([C:21]1[CH:22]=[C:23]2[C:27](=[CH:28][CH:29]=1)[N:26]([CH3:30])[CH:25]=[C:24]2[CH:31]1[CH2:36][CH2:35][C:34](=O)[CH2:33][CH2:32]1)#[N:20].C(O[BH-](OC(=O)C)OC(=O)C)(=O)C.[Na+].C(O)(=O)C>ClC(Cl)C>[CH3:1][O:2][C:3]1[CH:12]=[C:11]2[C:6]([N:7]=[CH:8][CH:9]=[N:10]2)=[C:5]([N:13]2[CH2:18][CH2:17][N:16]([C@@H:34]3[CH2:33][CH2:32][C@H:31]([C:24]4[C:23]5[C:27](=[CH:28][CH:29]=[C:21]([C:19]#[N:20])[CH:22]=5)[N:26]([CH3:30])[CH:25]=4)[CH2:36][CH2:35]3)[CH2:15][CH2:14]2)[CH:4]=1 |f:2.3|. Run at time 8 hour. Procedure details: To a solution of 7-methoxy-5-piperazin-1-yl-quinoxaline (160 mg, 0.66 mmol), 4-(5-cyano-1-methyl-1H-indol-3-yl)-cyclohexanone (170 mg, 0.66 mmol), and sodium triacetoxyborohydride (210 mg, 0.98 mmol) in dichloroethane (30 mL) was added acetic acid (0.1 mL, 1.3 mmol) and stirred overnight at room temperature. The reaction was quenched with 1 M NaOH (100 mL) then extracted in CH2Cl2 (75 mL) and EtOAc (100 mL). The organic fractions were combined, dried over Na2SO4, concentrated, filtered and chrom...